This data is from the Open Reaction Database (ORD), a public repository of structured organic reaction records. The task is: describe an organic reaction: reactants, conditions, products, and yield Starting materials: ClC1=CC2=C(N(C(N2)=O)C2CCN(CC2)CCNC(OCC)=O)C=C1 (ethyl {2-[4-(5-chloro-2,3-dihydro-2-oxo-1H-benzimidazol-1-yl)-1-piperidinyl]ethyl }-carbamate), Br (hydrobromic acid). The solvent is O (water), O (water). The product is Br.Br.NCCN1CCC(CC1)N1C(NC2=C1C=CC(=C2)Cl)=O (1- [1-(2-aminoethyl)-4-piperidinyl]-5-chloro-1,3-dihydro-2H-benzimidazol-2-one dihydrobromide). Reaction SMILES: [Cl:1][C:2]1[CH:25]=[CH:24][C:5]2[N:6]([CH:10]3[CH2:15][CH2:14][N:13]([CH2:16][CH2:17][NH:18]C(=O)OCC)[CH2:12][CH2:11]3)[C:7](=[O:9])[NH:8][C:4]=2[CH:3]=1.[BrH:26]>O>[BrH:26].[BrH:26].[NH2:18][CH2:17][CH2:16][N:13]1[CH2:14][CH2:15][CH:10]([N:6]2[C:5]3[CH:24]=[CH:25][C:2]([Cl:1])=[CH:3][C:4]=3[NH:8][C:7]2=[O:9])[CH2:11][CH2:12]1 |f:3.4.5|. Reported procedure: A mixture of 6.6 parts of ethyl {2-[4-(5-chloro-2,3-dihydro-2-oxo-1H-benzimidazol-1-yl)-1-piperidinyl]ethyl }-carbamate, 60 parts of a hydrobromic acid solution 48% in water and 4 parts of water is stirred and refluxed for 2.50 hours. After cooling, the precipitated product is filtered off and crystallized from water, yielding 5.5 parts of 1- [1-(2-aminoethyl)-4-piperidinyl]-5-chloro-1,3-dihydro-2H-benzimidazol-2-one dihydrobromide; mp. > 300° C. Reactants: BrCCN1C(C=2C(C1=O)=CC=CC2)=O (N-(2-bromoethyl)phthalimide), C1(=CC=CC=C1)C(=C1CCNCC1)C1=CC=CC=C1 (4-diphenylmethylenepiperidine). The product is C1(=CC=CC=C1)C(=C1CCN(CC1)CCN1C(C=2C(C1=O)=CC=CC2)=O)C2=CC=CC=C2 (4-Diphenylmethylene-1-(2-phthalimidoethyl)piperidine). The yield is 88.0%. Reaction SMILES: Br[CH2:2][CH2:3][N:4]1[C:8](=[O:9])[C:7]2=[CH:10][CH:11]=[CH:12][CH:13]=[C:6]2[C:5]1=[O:14].[C:15]1([C:21]([C:28]2[CH:33]=[CH:32][CH:31]=[CH:30][CH:29]=2)=[C:22]2[CH2:27][CH2:26][NH:25][CH2:24][CH2:23]2)[CH:20]=[CH:19][CH:18]=[CH:17][CH:16]=1>>[C:15]1([C:21]([C:28]2[CH:33]=[CH:32][CH:31]=[CH:30][CH:29]=2)=[C:22]2[CH2:23][CH2:24][N:25]([CH2:2][CH2:3][N:4]3[C:8](=[O:9])[C:7]4=[CH:10][CH:11]=[CH:12][CH:13]=[C:6]4[C:5]3=[O:14])[CH2:26][CH2:27]2)[CH:16]=[CH:17][CH:18]=[CH:19][CH:20]=1. Reported procedure: The title compound was prepared in a yield of 88% in a similar manner to that described in Preparation 1' by reacting N-(2-bromoethyl)phthalimide and 4-diphenylmethylenepiperidine.